From a dataset of the Open Reaction Database (ORD), a public repository of structured organic reaction records. describe an organic reaction: reactants, conditions, products, and yield The solvent is C(C)O (ethanol). The product is O=C([C@H](O)[C@@H](O)[C@@H](O)[C@H](O)C(=O)O)O.CNCCCCOC=1C=NC=CC1.CNCCCCOC=1C=NC=CC1 (Methyl(4-(3-pyridyloxy)butyl)amine Hemigalactarate). The reactants are CNCCCCOC=1C=NC=CC1 (methyl(4-(3-pyridyloxy)butyl)amine), O=C([C@H](O)[C@@H](O)[C@@H](O)[C@H](O)C(=O)O)O (galactaric acid), O (Water). Reported procedure: To a solution of methyl(4-(3-pyridyloxy)butyl)amine (1.25 g, 7.50 mmol) in ethanol (15 mL) was added galactaric acid (0.858 g, 4.08 mmol). Water (4 mL) was added drop-wise, while warming the solution to reflux. To remove some white, insoluble solids, the warm solution was filtered through a glass wool plug, washing the filter plug with a warm solution of ethanol-water (4:1, v/v) (4 mL). The filtrate was diluted with ethanol (40 mL). The mixture was allowed to cool to ambient temperature and was ... Reaction SMILES: [CH3:1][NH:2][CH2:3][CH2:4][CH2:5][CH2:6][O:7][C:8]1[CH:9]=[N:10][CH:11]=[CH:12][CH:13]=1.[O:14]=[C:15]([OH:27])[C@@H:16]([C@H:18]([C@H:20]([C@@H:22]([C:24]([OH:26])=[O:25])[OH:23])[OH:21])[OH:19])[OH:17].O>C(O)C>[O:14]=[C:15]([OH:27])[C@@H:16]([C@H:18]([C@H:20]([C@@H:22]([C:24]([OH:26])=[O:25])[OH:23])[OH:21])[OH:19])[OH:17].[CH3:1][NH:2][CH2:3][CH2:4][CH2:5][CH2:6][O:7][C:8]1[CH:9]=[N:10][CH:11]=[CH:12][CH:13]=1.[CH3:1][NH:2][CH2:3][CH2:4][CH2:5][CH2:6][O:7][C:8]1[CH:9]=[N:10][CH:11]=[CH:12][CH:13]=1 |f:4.5.6|. Starting materials: O=C1C=2C=CC(NC2CCC1)=O (5,6,7,8-tetrahydro-5-oxo-2(1H)-quinolinone), [H-].[Li+] (lithium hydride), C1(=CC=CC=C1)CCBr (2-Phenylethyl bromide). Run in CN(C=O)C (dimethylformamide). Reaction conditions: temperature 25 celsius, time 3 hour. Yields the product O=C1C=2C=CC(N(C2CCC1)CCC1=CC=CC=C1)=O (5,6,7,8-tetrahydro-5-oxo-1-(2-phenylethyl)-2(1H)-quinolinone). The yield is 24.4%. RXN SMILES: [O:1]=[C:2]1[CH2:11][CH2:10][CH2:9][C:8]2[NH:7][C:6](=[O:12])[CH:5]=[CH:4][C:3]1=2.[H-].[Li+].[C:15]1([CH2:21][CH2:22]Br)[CH:20]=[CH:19][CH:18]=[CH:17][CH:16]=1>CN(C)C=O>[O:1]=[C:2]1[CH2:11][CH2:10][CH2:9][C:8]2[N:7]([CH2:22][CH2:21][C:15]3[CH:20]=[CH:19][CH:18]=[CH:17][CH:16]=3)[C:6](=[O:12])[CH:5]=[CH:4][C:3]1=2 |f:1.2|. Reported procedure: A mixture of 5,6,7,8-tetrahydro-5-oxo-2(1H)-quinolinone (7.5 g), lithium hydride (0.59 g), and dimethylformamide (300 ml) was stirred for 3 hrs at 25° C., under nitrogen. 2-Phenylethyl bromide (9.36 g) was added and the mixture was stirred for an additional eighteen hrs. The reaction mixture was concentrated and the residue was partitioned between ethyl acetate and water. The layers were separated and the aqueous layer was extracted with ethyl acetate. The combined organic extracts were washed w... Starting materials: BrCc1ccccc1, CON(C)C(=O)C1CCNCC1, CC(C)=O, [K+], [K+], O=C([O-])[O-]. Yields the product CON(C)C(=O)C1CCN(Cc2ccccc2)CC1. Reaction SMILES: [Br:13][CH2:14][c:15]1[cH:16][cH:17][cH:18][cH:19][cH:20]1.[CH3:1][O:2][N:3]([C:4](=[O:5])[CH:6]1[CH2:7][CH2:8][NH:9][CH2:10][CH2:11]1)[CH3:12].[CH3:27][C:28](=[O:29])[CH3:30].[K+:21].[K+:22].[O-:23][C:24]([O-:25])=[O:26]>>[CH3:1][O:2][N:3]([C:4](=[O:5])[CH:6]1[CH2:7][CH2:8][N:9]([CH2:14][c:15]2[cH:16][cH:17][cH:18][cH:19][cH:20]2)[CH2:10][CH2:11]1)[CH3:12]. The reactants are C(C1=CC=CC=C1)OC(=O)NC(CN(CCCO)C(=O)OC(C)(C)C)(C)C (2-(benzyloxycarbonylamino)-1-(tert-butoxycarbonyl-3-hydroxypropylamino)-2-methylpropane), [H][H] (hydrogen). Reagents/catalysts: [C].[Pd] (palladium-carbon). Solvent: C(C)O (ethanol). Yields the product NC(CN(CCCO)C(=O)OC(C)(C)C)(C)C (2-amino-1-(tert-butoxycarbonyl-3-hydroxypropylamino)-2-methylpropane). RXN SMILES: C(OC([NH:11][C:12]([CH3:27])([CH3:26])[CH2:13][N:14]([C:19]([O:21][C:22]([CH3:25])([CH3:24])[CH3:23])=[O:20])[CH2:15][CH2:16][CH2:17][OH:18])=O)C1C=CC=CC=1.[H][H]>[C].[Pd].C(O)C>[NH2:11][C:12]([CH3:27])([CH3:26])[CH2:13][N:14]([C:19]([O:21][C:22]([CH3:25])([CH3:24])[CH3:23])=[O:20])[CH2:15][CH2:16][CH2:17][OH:18] |f:2.3|. Procedure details: 0.11 g of palladium-carbon was added to an ethanol (30 mL) solution of 1.1 g of 2-(benzyloxycarbonylamino)-1-(tert-butoxycarbonyl-3-hydroxypropylamino)-2-methylpropane, and the mixture was stirred at room temperature for 2 hours in a hydrogen atmosphere. After the completion of reaction, the reaction solution was concentrated to obtain the compound of interest. The reactants are BrCCOC=C(C1=C(C=CC=C1)C)C1=C(C=C(C=C1)F)C (1-[2-(2-Bromethoxy)-1-(2-methylphenyl)ethenyl]-4-fluoro-2-methylbenzene), Cl.N1CC(C(=O)OCC)CCC1 (ethyl nipecotate hydrochloride), C([O-])([O-])=O.[K+].[K+] (potassium carbonate). Solvent: CC(=O)C (acetone). Product: C(C)OC(=O)[C@H]1CN(CCC1)CCOC=C(C1=C(C=CC=C1)C)C1=C(C=C(C=C1)F)C ((R)-1-[2-[[2-(4-Fluoro-2-methylphenyl)-2-(2-methylphenyl)ethenyl]oxy]ethyl]-3-piperidine carboxylic acid ethyl ester). As a reaction SMILES: Br[CH2:2][CH2:3][O:4][CH:5]=[C:6]([C:14]1[CH:19]=[CH:18][C:17]([F:20])=[CH:16][C:15]=1[CH3:21])[C:7]1[CH:12]=[CH:11][CH:10]=[CH:9][C:8]=1[CH3:13].Cl.[NH:23]1[CH2:33][CH2:32][CH2:31][CH:25]([C:26]([O:28][CH2:29][CH3:30])=[O:27])[CH2:24]1.C(=O)([O-])[O-].[K+].[K+]>CC(C)=O>[CH2:29]([O:28][C:26]([C@@H:25]1[CH2:31][CH2:32][CH2:33][N:23]([CH2:2][CH2:3][O:4][CH:5]=[C:6]([C:14]2[CH:19]=[CH:18][C:17]([F:20])=[CH:16][C:15]=2[CH3:21])[C:7]2[CH:12]=[CH:11][CH:10]=[CH:9][C:8]=2[CH3:13])[CH2:24]1)=[O:27])[CH3:30] |f:1.2,3.4.5|. Reported procedure: 1-[2-(2-Bromethoxy)-1-(2-methylphenyl)ethenyl]-4-fluoro-2-methylbenzene (1.15 g, 0.0033 mol), the (R)-enantiomer of ethyl nipecotate hydrochloride (see example 1) (1.92 g, 0.0099 mol) and dried potassium carbonate (2.28 g, 0.0165 mol) were stirred in acetone (100 ml) at reflux temperature for 54 h. The reactants are FC1=C(C=CC=C1)C1=NC(C(N(C2=C1C=C(C=C2)[N+](=O)[O-])C)=O)(C)C (5-(o-fluorphenyl)-1,3-dihydro-1,3,3-trimethyl-7-nitro-2H-1,4-benzodiazepin-2-one), ClC1=C(C=CC=C1)C1=NC(C(N(C2=C1C=C(C=C2)[N+](=O)[O-])C)=O)(C)C (5-(o-chlorophenyl)-1,3-dihydro-1,3,3-trimethyl-7-nitro-2H-1,4-benzodiazepin-2-one). Run in C(Cl)Cl.C(C)(=O)OCC (methylene chloride ethyl acetate). The product is ClC1=C(C=CC=C1)C1=NC(C(NC2=C1C=C(C=C2)[N+](=O)[O-])=O)(C)C (5-(o-chlorophenyl)-1,3-dihydro-3,3-dimethyl-7-nitro-2H-1,4-benzodiazepin-2-one). As a reaction SMILES: FC1C=CC=CC=1C1C2C=C([N+]([O-])=O)C=CC=2N(C)C(=O)C(C)(C)N=1.[Cl:26][C:27]1[CH:32]=[CH:31][CH:30]=[CH:29][C:28]=1[C:33]1[C:39]2[CH:40]=[C:41]([N+:44]([O-:46])=[O:45])[CH:42]=[CH:43][C:38]=2[N:37](C)[C:36](=[O:48])[C:35]([CH3:50])([CH3:49])[N:34]=1>C(Cl)Cl.C(OCC)(=O)C>[Cl:26][C:27]1[CH:32]=[CH:31][CH:30]=[CH:29][C:28]=1[C:33]1[C:39]2[CH:40]=[C:41]([N+:44]([O-:46])=[O:45])[CH:42]=[CH:43][C:38]=2[NH:37][C:36](=[O:48])[C:35]([CH3:50])([CH3:49])[N:34]=1 |f:2.3|. Procedure details: From 59 g (0.17 mol) of 5-(o-chlorophenyl)-1,3-dihydro-3,3-dimethyl-7-nitro-2H-1,4-benzodiazepin-2-one there is obtained, in analogy to the details in paragraph (c) of Example 1, 5-(o-chlorophenyl)-1,3-dihydro-1,3,3-trimethyl-7-nitro-2H-1,4-benzodiazepin-2-one of melting point 125°-127° (methylene chloride/ethyl acetate). Reactants: C(C)OCC=1SC2=C(C(=NC=3C=CC=CC23)NC(C(Cl)(Cl)Cl)=O)N1 (N-(2-(ethoxymethyl)thiazolo[4,5-c]quinolin-4-yl)trichloroacetamide), C[O-].[Na+] (sodium methoxide). Solvent: CO (methanol). Conditions: time 30 minute. The product is C(C)OCC=1SC2=C(C(=NC=3C=CC=CC23)N)N1 (2-(ethoxymethyl)thiazolo[4,5-c]quinoline-4-amine). As a reaction SMILES: [CH2:1]([O:3][CH2:4][C:5]1[S:6][C:7]2[C:16]3[CH:15]=[CH:14][CH:13]=[CH:12][C:11]=3[N:10]=[C:9]([NH:17]C(=O)C(Cl)(Cl)Cl)[C:8]=2[N:24]=1)[CH3:2].C[O-].[Na+]>CO>[CH2:1]([O:3][CH2:4][C:5]1[S:6][C:7]2[C:16]3[CH:15]=[CH:14][CH:13]=[CH:12][C:11]=3[N:10]=[C:9]([NH2:17])[C:8]=2[N:24]=1)[CH3:2] |f:1.2|. Reported procedure: Trichloroacetyl isocyanate (0.7 mL) was added to a solution of 2-(ethoxymethyl)thiazolo[4,5-c]quinoline-5N-oxide (1.0 g) in dichloromethane (50 mL). The reaction mixture was stirred at ambient temperature for 2 hours and then concentrated under vacuum to provide N-(2-(ethoxymethyl)thiazolo[4,5-c]quinolin-4-yl)trichloroacetamide. The amide was taken up in methanol and then combined with 1 equivalent of sodium methoxide. The reaction mixture was stirred at ambient temperature for 30 minutes and th...